Dataset: the Open Reaction Database (ORD), a public repository of structured organic reaction records. Task: describe an organic reaction: reactants, conditions, products, and yield Reactants: CCN1CCC(N)CC1, CN1CCC(NC(=O)c2cc(F)c(N)cc2F)C1. Product: CCN1CCC(NC(=O)c2cc(F)c(N)cc2F)CC1. RXN SMILES: [NH2:19][CH:20]1[CH2:21][CH2:22][N:23]([CH2:26][CH3:27])[CH2:24][CH2:25]1.[NH2:1][c:2]1[cH:3][c:4]([F:18])[c:5]([C:6](=[O:7])[NH:8][CH:9]2[CH2:10][CH2:11][N:12]([CH3:13])[CH2:14]2)[cH:15][c:16]1[F:17]>>[NH2:1][c:2]1[cH:3][c:4]([F:18])[c:5]([C:6](=[O:7])[NH:19][CH:20]2[CH2:21][CH2:22][N:23]([CH2:26][CH3:27])[CH2:24][CH2:25]2)[cH:15][c:16]1[F:17]. The reactants are C(C)(C)(C)OC(=O)N1CC(CC1)O (N-tert-butoxycarbonylpyrrolidin-3-ol), S(=O)(=O)(C1=CC=C(C)C=C1)Cl (tosyl chloride). The solvent is C1CCCCC1.C(C)OCC (cyclohexane diethylether), N1=CC=CC=C1 (pyridine). Reaction conditions: temperature 0 celsius, time 2 hour. Product: CC1=CC=C(C=C1)S(=O)(=O)OC1CN(CC1)C(=O)OC(C)(C)C (tert-butyl 3-[(4-methylphenyl)sulfonyl]oxy-1-pyrrolidinecarboxylate). The yield is 29.0%. RXN SMILES: [C:1]([O:5][C:6]([N:8]1[CH2:12][CH2:11][CH:10]([OH:13])[CH2:9]1)=[O:7])([CH3:4])([CH3:3])[CH3:2].[S:14](Cl)([C:17]1[CH:23]=[CH:22][C:20]([CH3:21])=[CH:19][CH:18]=1)(=[O:16])=[O:15]>N1C=CC=CC=1.C1CCCCC1.C(OCC)C>[CH3:21][C:20]1[CH:22]=[CH:23][C:17]([S:14]([O:13][CH:10]2[CH2:11][CH2:12][N:8]([C:6]([O:5][C:1]([CH3:4])([CH3:2])[CH3:3])=[O:7])[CH2:9]2)(=[O:16])=[O:15])=[CH:18][CH:19]=1 |f:3.4|. Reported procedure: To a solution of N-tert-butoxycarbonylpyrrolidin-3-ol (19.8 g, 0.106 mol) in pyridine (200 ml) at 0° C. under nitrogen was added tosyl chloride (22.3 g, 0.117 mol) portionwise. Stir at 0° C. for 2 hr, warm to room temperature and stir at room temperature overnight. The pyridine was evaporated in vacuo and the residue was partioned between EtOAc and saturated aqueous citric acid (200 ml each). The aqueous layer was extracted with EtOAc (2×200 ml) and the combined organics were dried (sodium sulph... The reactants are FC1=CC=C(C=C1)C1=NOC(=C1)C(C)O (1-(3-(4-fluorophenyl)-isoxazol-5-yl)ethanol), FC1=CC=C(C=C1)C1=NOC(=C1)C(C)=O (1-(3-(4-fluorophenyl)-isoxazol-5-yl)ethanone), FC1=CC=C(C=O)C=C1 (4-Fluoro-benzaldehyde), Cl.NO (hydroxylamine hydrochloride), reagents. Product: FC1=CC=C(C=NO)C=C1 (4-fluorobenzaldehyde oxime). Reaction SMILES: [F:1][C:2]1[CH:7]=[CH:6][C:5]([C:8]2C=C(C(O)C)[O:10][N:9]=2)=[CH:4][CH:3]=1.FC1C=CC(C2C=C(C(=O)C)ON=2)=CC=1.FC1C=CC(C=O)=CC=1.Cl.NO>>[F:1][C:2]1[CH:7]=[CH:6][C:5]([CH:8]=[N:9][OH:10])=[CH:4][CH:3]=1 |f:3.4|. Procedure details: In a further embodiment, 1-(3-(4-fluorophenyl)-isoxazol-5-yl)ethanol and 1-(3-(4-fluorophenyl)-isoxazol-5-yl)ethanone are prepared according to the methodology and reagents of Scheme 12B. 4-Fluoro-benzaldehyde is reacted with hydroxylamine hydrochloride to provide 4-fluorobenzaldehyde oxime. In one embodiment, the reaction is performed in methanol and sodium carbonate. In another embodiment, the reaction is performed at about room temperature for about 4 hours. The isoxazole ring is then generat... Yield: 87.2%. Run at temperature 75 celsius. As a reaction SMILES: [O:1]([C:8]1[CH:13]=[CH:12][C:11]([OH:14])=[CH:10][CH:9]=1)[C:2]1[CH:7]=[CH:6][CH:5]=[CH:4][CH:3]=1.[OH-].[Na+].Cl[C:18]1[CH:25]=[CH:24][C:23]([N+:26]([O-:28])=[O:27])=[CH:22][C:19]=1[C:20]#[N:21].O>CS(C)=O>[O:1]([C:8]1[CH:9]=[CH:10][C:11]([O:14][C:18]2[CH:25]=[CH:24][C:23]([N+:26]([O-:28])=[O:27])=[CH:22][C:19]=2[C:20]#[N:21])=[CH:12][CH:13]=1)[C:2]1[CH:7]=[CH:6][CH:5]=[CH:4][CH:3]=1 |f:1.2|. The reactants are O (water), O(C1=CC=CC=C1)C1=CC=C(C=C1)O (4-phenoxyphenol), ClC1=C(C#N)C=C(C=C1)[N+](=O)[O-] (2-chloro-5-nitrobenzonitrile), [OH-].[Na+] (NaOH). Run in CS(=O)C (DMSO). Procedure: To a solution of 5.71 g (0.0307 moles) of 4-phenoxyphenol dissolved in 150 ml of DMSO was added 1.23 g (0.0307 moles) of NaOH. The slurry was heated at 75° C. for 15 minutes and 5.04 g (0.0276 moles) of 2-chloro-5-nitrobenzonitrile was added and the mixture heated at 75° C. for 4 hrs. The reaction mixture was cooled and poured into water. The product was collected by filtration, washed well with water and dried. The crude product was dissolved in CH2CL2 and washed with 10% aqueous NaOH, water an... Product: O(C1=CC=CC=C1)C1=CC=C(OC2=C(C#N)C=C(C=C2)[N+](=O)[O-])C=C1 (2-(4-Phenoxyphenoxy)-5-nitrobenzonitrile). Procedure: A 10 gallon, glass-lined fixed reactor was charged with 7.0 kg (84.6 mol) of valeronitrile and 2.96 kg (92.2 mol, 1.1 eq) of methanol. The solution was stirred with cooling to about 5° C. under an atmosphere of nitrogen. A flow of hydrogen chloride gas from a gas cylinder was bubbled into the solution below the surface of the mixture at a rate such that the reaction temperature did not exceed 15° C. After about one hour, 3.67 kg (101 tool, 1.19 eq) of hydrogen chloride had been disbursed from th... The product is Cl.C(CCCC)(OC)=N (Methyl Valerimidate Hydrochloride). Starting materials: C(CCCC)#N (valeronitrile), CO (methanol), Cl (hydrogen chloride). Isolated yield 76.0%. Solvent: COC(C)(C)C (Tert-butyl methyl ether). As a reaction SMILES: [C:1](#[N:6])[CH2:2][CH2:3][CH2:4][CH3:5].[CH3:7][OH:8].[ClH:9]>COC(C)(C)C>[ClH:9].[C:1](=[NH:6])([O:8][CH3:7])[CH2:2][CH2:3][CH2:4][CH3:5] |f:4.5|. Run at temperature 5 celsius, time 1 hour. The reactants are C(=O)C1C(C1)(C(=O)OCC)C(=O)OCC (diethyl 2-formylcyclopropane-1,1-dicarboxylate), C(=O)C=C (acrolein), CO (methanol). Solvent: C(C)O (ethanol). Product: C(=O)C1C(C1)(C(=O)OC)C(=O)OC (Dimethyl 2-formylcyclopropane-1,1-dicarboxylate). Reaction SMILES: [CH:1]([CH:3]1[CH2:5][C:4]1([C:11]([O:13][CH2:14]C)=[O:12])[C:6]([O:8][CH2:9]C)=[O:7])=[O:2].C(C=C)=O.CO>C(O)C>[CH:1]([CH:3]1[CH2:5][C:4]1([C:6]([O:8][CH3:9])=[O:7])[C:11]([O:13][CH3:14])=[O:12])=[O:2]. Procedure: By following the procedure of D. T. Warner, cited above, used for preparing diethyl 2-formylcyclopropane-1,1-dicarboxylate from acrolein but using equivalent amounts of dimethylbromoalonate and methanol instead of diethylbromomalonate and ethanol, respectively, the title compound, nmr (CDCl3) δ 1.98 (m, 2H), 2.80 (m, 1H), 3.79 (s, 6H), 8.82 (d, J = 4 cps, 1H), is obtained. The reactants are C(C)OC1=C2C(=NC=C1C(=O)O)N(N=C2)CC (4-ethoxy-1-ethyl-1H-pyrazolo[3,4-b]pyridine-5-carboxylic acid), S(=O)(Cl)Cl (thionyl chloride). The product is C(C)OC1=C2C(=NC=C1C(=O)Cl)N(N=C2)CC (4-Ethoxy-1-ethyl-1H-pyrazolo[3,4-b]pyridine-5-carboxylic acid chloride). RXN SMILES: [CH2:1]([O:3][C:4]1[C:9]([C:10](O)=[O:11])=[CH:8][N:7]=[C:6]2[N:13]([CH2:16][CH3:17])[N:14]=[CH:15][C:5]=12)[CH3:2].S(Cl)([Cl:20])=O>>[CH2:1]([O:3][C:4]1[C:9]([C:10]([Cl:20])=[O:11])=[CH:8][N:7]=[C:6]2[N:13]([CH2:16][CH3:17])[N:14]=[CH:15][C:5]=12)[CH3:2]. Procedure: 117.5 g. of 4-ethoxy-1-ethyl-1H-pyrazolo[3,4-b]pyridine-5-carboxylic acid (0.5 mol.) are slowly added with stirring to 300 ml. of thionyl chloride. The mixture is refluxed for 4 hours, excess thionyl chloride is removed in vacuo and the residue dissolved in 500 ml. anhydrous diethylether. The undissolved material is filtered off and the filtrate intensively cooled. The acid chloride precipitates; it is filtered under suction and washed well with cold water. Yield 105 g. (80%), m.p. 72°-73°.